Dataset: the Open Reaction Database (ORD), a public repository of structured organic reaction records. Task: describe an organic reaction: reactants, conditions, products, and yield The reactants are CSc1ccc(C=C(Br)Br)c(Cl)c1, C[N+](C)(C)Cc1ccccc1, CO, Cc1ccccc1, [OH-], O=S(=O)(O)O. Product: CSc1ccc(C#CBr)c(Cl)c1. As a reaction SMILES: [Br:13][C:14](=[CH:15][c:16]1[c:17]([Cl:24])[cH:18][c:19]([S:22][CH3:23])[cH:20][cH:21]1)[Br:25].[CH2:2]([N+:3]([CH3:4])([CH3:5])[CH3:6])[c:7]1[cH:8][cH:9][cH:10][cH:11][cH:12]1.[CH3:31][OH:32].[CH3:33][c:34]1[cH:35][cH:36][cH:37][cH:38][cH:39]1.[OH-:1].[S:26](=[O:27])(=[O:28])([OH:29])[OH:30]>>[Br:13][C:14]#[C:15][c:16]1[c:17]([Cl:24])[cH:18][c:19]([S:22][CH3:23])[cH:20][cH:21]1. The reactants are C(C)(C)(C)OC(=O)N1CCC(CC1)(CCC(=O)OC)CCC(=O)OC (Dimethyl 3,3′-(1-(tert-butoxycarbonyl)piperidine-4,4-diyl)dipropanoate), CC(C)(C)[O-].[K+] (t-BuOK). Run in C1CCOC1 (THF), C1CCOC1 (THF). Reaction conditions: time 2 hour. Yields the product O=C1C(CC2(CCN(CC2)C(=O)OC(C)(C)C)CC1)C(=O)OC (3-tert-Butyl 8-methyl 9-oxo-3-azaspiro[5.5]undecane-3,8-dicarboxylate). The yield is 78.0%. RXN SMILES: [C:1]([O:5][C:6]([N:8]1[CH2:13][CH2:12][C:11]([CH2:20][CH2:21][C:22](OC)=[O:23])([CH2:14][CH2:15][C:16]([O:18][CH3:19])=[O:17])[CH2:10][CH2:9]1)=[O:7])([CH3:4])([CH3:3])[CH3:2].CC([O-])(C)C.[K+]>C1COCC1>[O:23]=[C:22]1[CH2:21][CH2:20][C:11]2([CH2:10][CH2:9][N:8]([C:6]([O:5][C:1]([CH3:4])([CH3:2])[CH3:3])=[O:7])[CH2:13][CH2:12]2)[CH2:14][CH:15]1[C:16]([O:18][CH3:19])=[O:17] |f:1.2|. Procedure: Dimethyl 3,3′-(1-(tert-butoxycarbonyl)piperidine-4,4-diyl)dipropanoate (600 mg, 1.68 mmol) was dissolved in dry THF (10 ml) and a solution of t-BuOK (417 mg, 3.6 mmol) in THF was added at ice cold reaction conditions. The reaction mixture was stirred at room temperature for 2 h. TLC revealed completion of the reaction. The solvent was evaporated to dryness, the residue diluted with ethyl acetate and washed with water and brine. The organic layer was dried over Na2SO4, concentrated to dryness and... Reactants: ClC1=C(C(=O)N=C=O)C=C(C=C1)CNC(C(F)(F)F)=O (2-chloro-5-((2,2,2-trifluoroacetamido)methyl)benzoyl isocyanate), FC(C1=CC=C(C=N1)NNC(=O)OC(C)(C)C)(F)F (tert-butyl 2-[6-(trifluoromethyl)pyridin-3-yl]hydrazinecarboxylate), FC(C(=O)O)(F)F (trifluoro acetic acid). Run in C(Cl)Cl (DCM). The product is ClC1=C(C=C(CNC(C(F)(F)F)=O)C=C1)C1=NN(C(N1)=O)C=1C=NC(=CC1)C(F)(F)F (N-(4-chloro-3-(1-(6-(trifluoromethyl)pyridin-3-yl)-4,5-dihydro-5-oxo-1H-1,2,4-triazol-3-yl)benzyl)-2,2,2-trifluoroacetamide). The yield is 69.3%. Reaction SMILES: [Cl:1][C:2]1[CH:12]=[CH:11][C:10]([CH2:13][NH:14][C:15](=[O:20])[C:16]([F:19])([F:18])[F:17])=[CH:9][C:3]=1[C:4]([N:6]=[C:7]=[O:8])=O.[F:21][C:22]([F:39])([F:38])[C:23]1[N:28]=[CH:27][C:26]([NH:29][NH:30]C(OC(C)(C)C)=O)=[CH:25][CH:24]=1.FC(F)(F)C(O)=O>C(Cl)Cl>[Cl:1][C:2]1[CH:12]=[CH:11][C:10]([CH2:13][NH:14][C:15](=[O:20])[C:16]([F:19])([F:18])[F:17])=[CH:9][C:3]=1[C:4]1[NH:6][C:7](=[O:8])[N:29]([C:26]2[CH:27]=[N:28][C:23]([C:22]([F:21])([F:38])[F:39])=[CH:24][CH:25]=2)[N:30]=1. Procedure: The title compound was prepared according to the procedure described in Example-83 by using 2-chloro-5-((2,2,2-trifluoroacetamido)methyl)benzoyl isocyanate (step-3 of Intermediate-26, 0.500 g, 1.55 mmol), tert-butyl 2-[6-(trifluoromethyl)pyridin-3-yl]hydrazinecarboxylate (Intermediate-61, 0.431 g, 1.55 mmol), DCM (50 mL) and trifluoro acetic acid (5.0 mL) to afford 0.500 g of the desired product.